Task: describe an organic reaction: reactants, conditions, products, and yield. Dataset: the Open Reaction Database (ORD), a public repository of structured organic reaction records Starting materials: CCI, [H-], [Na+], CN(C)C=O, COC(=O)c1ccc(=O)[nH]c1, O. Yields the product CCn1cc(C(=O)OC)ccc1=O. RXN SMILES: [CH2:14]([CH3:15])[I:16].[H-:12].[Na+:13].[O:18]=[CH:19][N:20]([CH3:21])[CH3:22].[O:1]=[c:2]1[nH:3][cH:4][c:5]([C:8](=[O:9])[O:10][CH3:11])[cH:6][cH:7]1.[OH2:17]>>[O:1]=[c:2]1[n:3]([CH2:14][CH3:15])[cH:4][c:5]([C:8](=[O:9])[O:10][CH3:11])[cH:6][cH:7]1.